From a dataset of the Open Reaction Database (ORD), a public repository of structured organic reaction records. describe an organic reaction: reactants, conditions, products, and yield The reactants are CC1=NC(=NO1)C1=CC(=C(CN)C=C1)[N+](=O)[O-] (4-(5-Methyl-[1,2,4]oxadiazol-3-yl)-2-nitro-benzylamine), COC=1C=C(C(=O)O)C=C(C1C)OC (3,5-dimethoxy-4-methylbenzoic acid), CCN=C=NCCCN(C)C (EDCI), C1=CC2=C(N=C1)N(N=N2)O (HOAt). Run in ClCCl (dichloromethane), CN(C)C=O (DMF), C(C)(=O)OCC (ethyl acetate). Run at time 12 hour. Yields the product COC=1C=C(C(=O)NCC2=C(C=C(C=C2)C2=NOC(=N2)C)[N+](=O)[O-])C=C(C1C)OC (3,5-Dimethoxy-4-methyl-N-[4-(5-methyl-[1,2,4]oxadiazol-3-yl)-2-nitro-benzyl]-benzamide). The yield is 94.1%. RXN SMILES: [CH3:1][C:2]1[O:6][N:5]=[C:4]([C:7]2[CH:14]=[CH:13][C:10]([CH2:11][NH2:12])=[C:9]([N+:15]([O-:17])=[O:16])[CH:8]=2)[N:3]=1.[CH3:18][O:19][C:20]1[CH:21]=[C:22]([CH:26]=[C:27]([O:30][CH3:31])[C:28]=1[CH3:29])[C:23](O)=[O:24].CCN=C=NCCCN(C)C.C1C=NC2N(O)N=NC=2C=1>ClCCl.CN(C=O)C.C(OCC)(=O)C>[CH3:31][O:30][C:27]1[CH:26]=[C:22]([CH:21]=[C:20]([O:19][CH3:18])[C:28]=1[CH3:29])[C:23]([NH:12][CH2:11][C:10]1[CH:13]=[CH:14][C:7]([C:4]2[N:3]=[C:2]([CH3:1])[O:6][N:5]=2)=[CH:8][C:9]=1[N+:15]([O-:17])=[O:16])=[O:24]. Procedure: A suspension of compound 1e (3.34 g, 14.3 mmol), 3,5-dimethoxy-4-methylbenzoic acid (4.2 g, 21.4 mmol), EDCI (4.1 g, 21.4 mmol), and HOAt (190 mg, 1.4 mmol) in a mixture of dichloromethane (60 mL) and DMF (30 mL) was stirred at rt for 12 h. The reaction mixture was diluted with ethyl acetate and washed with 1 N HCl. The solid which precipitated was recovered by filtration. The ethyl acetate layer was washed with saturated NaHCO3 solution and brine, dried Na2SO4, and concentrated on a rotary evap...